Dataset: the Open Reaction Database (ORD), a public repository of structured organic reaction records. Task: describe an organic reaction: reactants, conditions, products, and yield Reaction SMILES: [CH3:25][O:26][S:27]([O:28][CH3:29])(=[O:30])=[O:31].[Cl:3][c:4]1[cH:5][c:6]([N+:22](=[O:23])[O-:24])[c:7]([NH:8][S:9](=[O:10])(=[O:11])[CH:12]=[CH:13][c:14]2[cH:15][cH:16][cH:17][cH:18][cH:19]2)[cH:20][cH:21]1.[H-:1].[Na+:2].[O:33]=[CH:34][N:35]([CH3:36])[CH3:37].[OH2:32]>>[Cl:3][c:4]1[cH:5][c:6]([N+:22](=[O:23])[O-:24])[c:7]([N:8]([S:9](=[O:10])(=[O:11])[CH:12]=[CH:13][c:14]2[cH:15][cH:16][cH:17][cH:18][cH:19]2)[CH3:25])[cH:20][cH:21]1. The reactants are COS(=O)(=O)OC, O=[N+]([O-])c1cc(Cl)ccc1NS(=O)(=O)C=Cc1ccccc1, [H-], [Na+], CN(C)C=O, O. The product is CN(c1ccc(Cl)cc1[N+](=O)[O-])S(=O)(=O)C=Cc1ccccc1. The product is Cc1cc2c(c(C)c1O[Si](C(C)C)(C(C)C)C(C)C)OCCC2=O. The reactants are Cc1cc2c(c(C)c1O)OCCC2=O, CN(C)C=O, CC(C)[Si](Cl)(C(C)C)C(C)C, O, c1c[nH]cn1. RXN SMILES: [CH3:1][c:2]1[cH:3][c:4]2[c:9]([c:10]([CH3:13])[c:11]1[OH:12])[O:8][CH2:7][CH2:6][C:5]2=[O:14].[CH3:31][N:32]([CH3:33])[CH:34]=[O:35].[CH:20]([CH3:21])([CH3:22])[Si:23]([CH:24]([CH3:25])[CH3:26])([CH:27]([CH3:28])[CH3:29])[Cl:30].[OH2:36].[nH:15]1[cH:16][cH:17][n:18][cH:19]1>>[CH3:1][c:2]1[cH:3][c:4]2[c:9]([c:10]([CH3:13])[c:11]1[O:12][Si:23]([CH:20]([CH3:21])[CH3:22])([CH:24]([CH3:25])[CH3:26])[CH:27]([CH3:28])[CH3:29])[O:8][CH2:7][CH2:6][C:5]2=[O:14]. The reactants are C([O-])([O-])=O.[K+].[K+] (Potassium carbonate), BrC=1C=C(C#N)C=CC1F (3-bromo-4-fluorobenzonitrile), ClC1=CC(=C(C=C1)O)OC (4-chloro-2-methoxyphenol). Run in CS(=O)C (DMSO), O (water). Reaction conditions: temperature 80 celsius, time 18 hour. The product is BrC=1C=C(C#N)C=CC1OC1=C(C=C(C=C1)Cl)OC (3-bromo-4-(4-chloro-2-methoxyphenoxy)benzonitrile). Yield: 97.7%. RXN SMILES: C(=O)([O-])[O-].[K+].[K+].[Br:7][C:8]1[CH:9]=[C:10]([CH:13]=[CH:14][C:15]=1F)[C:11]#[N:12].[Cl:17][C:18]1[CH:23]=[CH:22][C:21]([OH:24])=[C:20]([O:25][CH3:26])[CH:19]=1>CS(C)=O.O>[Br:7][C:8]1[CH:9]=[C:10]([CH:13]=[CH:14][C:15]=1[O:24][C:21]1[CH:22]=[CH:23][C:18]([Cl:17])=[CH:19][C:20]=1[O:25][CH3:26])[C:11]#[N:12] |f:0.1.2|. Reported procedure: Potassium carbonate (0.784 g, 5.68 mmol) and 3-bromo-4-fluorobenzonitrile (0.378 g, 1.89 mmol) was added to a solution of 4-chloro-2-methoxyphenol (0.300 g, 1.89 mmol) in DMSO (7 mL). The reaction was heated at 80° C. for 2 hours, then cooled and left stirring at room temperature for 18 hours. The reaction was diluted with water (70 mL) and extracted with EtOAc (3×50 mL). The combined organics were washed with 1M NaOH aqueous solution (50 mL), brine (2×70 mL) and then dried over sodium sulfate, ... Starting materials: OC1=C(C=C(C(=O)O)C=C1)I (4-Hydroxy-3-iodobenzoic acid), Cl.CO (HCl MeOH). Conditions: temperature 65 celsius. Product: OC1=C(C=C(C(=O)OC)C=C1)I (methyl 4-hydroxy-3-iodobenzoate). The yield is 36.3%. As a reaction SMILES: [OH:1][C:2]1[CH:10]=[CH:9][C:5]([C:6]([OH:8])=[O:7])=[CH:4][C:3]=1[I:11].Cl.[CH3:13]O>>[OH:1][C:2]1[CH:10]=[CH:9][C:5]([C:6]([O:8][CH3:13])=[O:7])=[CH:4][C:3]=1[I:11] |f:1.2|. Reported procedure: 4-Hydroxy-3-iodobenzoic acid (59.6 g, 226 mmol) is combined with 3N HCl/MeOH (276 mL, 678 mmol) and heated to 65° C. for 24 h, then concentrated to dryness. The residue is diluted with water, neutralized to pH 7 with 3N NaOH and the resulting solid collected via filtration. The crude material is adsorbed onto silica gel and chromatographed over 1 kg of silica gel with 50% EtOAc/hexane. Fractions containing product are combined and concentrated to a solid (47.2 g). The material is recrystallized ... Starting materials: N1(N=CC=C1)C1=CC=C(CC=2C(=C(C(=C(C(=O)OC)C2)C=O)C)C)C=C1 (methyl 5-(4-(1H-pyrazol-1-yl)benzyl)-2-formyl-3,4-dimethylbenzoate), NCC(C)(O)C (1-amino-2-methylpropan-2-ol). The solvent is C1CCOC1 (THF). Run at time 2 hour. The product is OC(CN1C(C2=CC(=C(C(=C2C1)C)C)CC1=CC=C(C=C1)N1N=CC=C1)=O)(C)C (2-(2-hydroxy-2-methylpropyl)-4,5-dimethyl-6-(4-(1H-pyrazol-1-yl)benzyl) isoindolin-1-one). Yield: 32.5%. Reaction SMILES: [N:1]1([C:6]2[CH:26]=[CH:25][C:9]([CH2:10][C:11]3[C:12]([CH3:24])=[C:13]([CH3:23])[C:14]([CH:21]=O)=[C:15]([CH:20]=3)[C:16](OC)=[O:17])=[CH:8][CH:7]=2)[CH:5]=[CH:4][CH:3]=[N:2]1.[NH2:27][CH2:28][C:29]([CH3:32])([OH:31])[CH3:30]>C1COCC1>[OH:31][C:29]([CH3:32])([CH3:30])[CH2:28][N:27]1[CH2:21][C:14]2[C:15](=[CH:20][C:11]([CH2:10][C:9]3[CH:25]=[CH:26][C:6]([N:1]4[CH:5]=[CH:4][CH:3]=[N:2]4)=[CH:7][CH:8]=3)=[C:12]([CH3:24])[C:13]=2[CH3:23])[C:16]1=[O:17]. Reported procedure: To a solution of methyl 5-(4-(1H-pyrazol-1-yl)benzyl)-2-formyl-3,4-dimethylbenzoate (0.11 g) in THF (4.00 mL) was added 1-amino-2-methylpropan-2-ol (0.03 g), and the mixture was stirred at room temperature for 2 hr. The reaction mixture was concentrated, and the residue was diluted with methanol (4.0 mL). Sodium triacetoxyborohydride (0.11 g) was added thereto under argon atmosphere, and the mixture was stirred overnight at room temperature. To the reaction mixture was added water, and the mixtu...